This data is from the Open Reaction Database (ORD), a public repository of structured organic reaction records. The task is: describe an organic reaction: reactants, conditions, products, and yield Starting materials: FC(OC1=CC=C(C=C1)N)(F)F (4-(trifluoromethoxy)benzenamine), solution, BrCC#C (3-bromo-1-propyne), C(C)N(C(C)C)C(C)C (N-ethyl-N-(1-methylethyl)-2-propanamine), C(C)(=O)OCC (ethyl acetate). Solvent: CCCCCCC.ClCCl (n-heptane dichloromethane), C1(=CC=CC=C1)C (toluene), C1(=CC=CC=C1)C (toluene). Product: C(C#C)NC1=CC=C(C=C1)OC(F)(F)F (N-2-Propynyl-4-(trifluoromethoxy)benzenamine). The yield is 66.2%. RXN SMILES: [F:1][C:2]([F:12])([F:11])[O:3][C:4]1[CH:9]=[CH:8][C:7]([NH2:10])=[CH:6][CH:5]=1.Br[CH2:14][C:15]#[CH:16].C(N(C(C)C)C(C)C)C.C(OCC)(=O)C>C1(C)C=CC=CC=1.CCCCCCC.ClCCl>[CH2:16]([NH:10][C:7]1[CH:6]=[CH:5][C:4]([O:3][C:2]([F:11])([F:12])[F:1])=[CH:9][CH:8]=1)[C:15]#[CH:14] |f:5.6|. Reported procedure: A solution of 8.86 g (50 mmol) of 4-(trifluoromethoxy)benzenamine, 8.18 g (55 mmol) of an 80% solution of 3-bromo-1-propyne in toluene, and 8.72 ml (50 mmol) of N-ethyl-N-(1-methylethyl)-2-propanamine in 200 ml of toluene is heated at 90° C. for eighteen hours. The suspension is cooled and treated with ethyl acetate. The suspension is washed several times with water. The ethyl acetate layer is separated, dried (magnesium sulfate), and concentrated to give a brown liquid. This is applied to a col... Reactants: CCCCO, CS(C)=O, CCN(C(C)C)C(C)C, CC(C)n1cnc2c(NCc3cccnc3)nc(F)nc21, CCC(N)C(O)C(C)C. Yields the product CCC(Nc1nc(NCc2cccnc2)c2ncn(C(C)C)c2n1)C(O)C(C)C. RXN SMILES: [CH2:40]([OH:41])[CH2:42][CH2:43][CH3:44].[CH3:45][S:46]([CH3:47])=[O:48].[CH:22]([N:23]([CH2:24][CH3:25])[CH:26]([CH3:27])[CH3:28])([CH3:29])[CH3:30].[F:1][c:2]1[n:3][c:4]([NH:14][CH2:15][c:16]2[cH:17][n:18][cH:19][cH:20][cH:21]2)[c:5]2[n:6][cH:7][n:8]([CH:11]([CH3:12])[CH3:13])[c:9]2[n:10]1.[NH2:31][CH:32]([CH:33]([CH:34]([CH3:35])[CH3:36])[OH:37])[CH2:38][CH3:39]>>[c:2]1([NH:31][CH:32]([CH:33]([CH:34]([CH3:35])[CH3:36])[OH:37])[CH2:38][CH3:39])[n:3][c:4]([NH:14][CH2:15][c:16]2[cH:17][n:18][cH:19][cH:20][cH:21]2)[c:5]2[n:6][cH:7][n:8]([CH:11]([CH3:12])[CH3:13])[c:9]2[n:10]1. The reactants are C(CCCC)OC=1C(=NNC1)C=1C=NC=CC1 (3-(4-pentyloxy-1H-pyrazol-3-yl)-pyridine), 22A, title compound ( 33G ), CSC=1C(=NNC1)C=1C=NC=CC1 (3-(4-methylsulfanyl-1H-pyrazol-3-yl)-pyridine). The product is C(CCCC)OC=1C(=NNC1)C=1CN(CCC1)C (3-(4-Pentyloxy-1H-pyrazol-3-yl)-1,2,5,6-tetrahydro-1-methylpyridine). RXN SMILES: [CH2:1]([O:6][C:7]1[C:8]([C:12]2[CH:13]=[N:14][CH:15]=[CH:16][CH:17]=2)=[N:9][NH:10][CH:11]=1)[CH2:2][CH2:3][CH2:4][CH3:5].[CH3:18]SC1C(C2C=NC=CC=2)=NNC=1>>[CH2:1]([O:6][C:7]1[C:8]([C:12]2[CH2:13][N:14]([CH3:18])[CH2:15][CH2:16][CH:17]=2)=[N:9][NH:10][CH:11]=1)[CH2:2][CH2:3][CH2:4][CH3:5]. Reported procedure: Compound 32G was converted to the title compound (33G), using the methodology described for the conversion of 21A to 22A (see Scheme 3). The reactants are O (water), CN1C(=NC=2C1=NC=CC2)S(=O)(=O)C (3-methyl-2-(methylsulfonyl)-3H-imidazo[4,5-b]pyridine), CC(C)N1N=C(C2=NC=CC=C21)C2=NC=CC=C2O ((1-(1-methylethyl)-1H-pyrazolo[4,3-b]pyridin-3-yl]pyridin-3-ol), [H-].[Na+] (NaH). The solvent is CN(C)C=O (DMF). Conditions: temperature 100 celsius, time 1 hour. The product is CC(C)N1N=C(C2=NC=CC=C21)C2=NC=C(C=C2)OC2=NC=1C(=NC=CC1)N2C (1-(1-Methylethyl)-3-{5-[(3-methyl-3H-imidazo[4,5-b]pyridin-2-yl)oxy]pyridin-2-yl}-1H-pyrazolo[4,3-b]pyridine). Reaction SMILES: [CH3:1][N:2]1[C:6]2=[N:7][CH:8]=[CH:9][CH:10]=[C:5]2[N:4]=[C:3]1S(C)(=O)=O.[CH3:15][CH:16]([N:18]1[C:26]2[C:21](=[N:22][CH:23]=[CH:24][CH:25]=2)[C:20]([C:27]2[C:32](O)=[CH:31][CH:30]=[CH:29][N:28]=2)=[N:19]1)[CH3:17].[H-].[Na+].[OH2:36]>CN(C=O)C>[CH3:15][CH:16]([N:18]1[C:26]2[C:21](=[N:22][CH:23]=[CH:24][CH:25]=2)[C:20]([C:27]2[CH:32]=[CH:31][C:30]([O:36][C:3]3[N:2]([CH3:1])[C:6]4=[N:7][CH:8]=[CH:9][CH:10]=[C:5]4[N:4]=3)=[CH:29][N:28]=2)=[N:19]1)[CH3:17] |f:2.3|. Reported procedure: To a mixture of 3-methyl-2-(methylsulfonyl)-3H-imidazo[4,5-b]pyridine (174 mg) and 6-[(1-(1-methylethyl)-1H-pyrazolo[4,3-b]pyridin-3-yl]pyridin-3-ol (140 mg) in DMF (1.5 ml) was added NaH (60% in oil, 35.2 mg), and the mixture was stirred at 100° C. for 1 h. The mixture was heated at 180° C. for 30 min under microwave irradiation. The mixture was poured into water and extracted with AcOEt. The organic layer was separated, washed with brine, dried over Na2SO4 and concentrated under reduced pressu... Starting materials: [NH4+].[Cl-] (NH4Cl), C(C1=CC=CC=C1)OC[C@@H]([C@H](C)N(S(=O)(=O)C)CCOS(=O)(=O)C)NC(=O)OC(C)(C)C ((2R,3S)-O-benzyl-2-tert-butoxycarbonylamino-3-[N-(2-methanesulfonyloxyethyl)-N-methanesulfonylamino]butanol), [H-].[Na+] (sodium hydride). The solvent is C1CCOC1 (THF), C1CCOC1 (THF). Reaction conditions: time 3.5 hour. The product is C(C1=CC=CC=C1)OC[C@@H]1N(CCN([C@H]1C)S(=O)(=O)C)C(=O)OC(C)(C)C ((2R,3S)-2-benzyloxymethyl-1-tert-butoxycarbonyl-4-methanesulfonyl-3-methylpiperazine). Yield: 90.3%. Reaction SMILES: [CH2:1]([O:8][CH2:9][C@H:10]([NH:25][C:26]([O:28][C:29]([CH3:32])([CH3:31])[CH3:30])=[O:27])[C@@H:11]([N:13]([CH2:18][CH2:19]OS(C)(=O)=O)[S:14]([CH3:17])(=[O:16])=[O:15])[CH3:12])[C:2]1[CH:7]=[CH:6][CH:5]=[CH:4][CH:3]=1.[H-].[Na+].[NH4+].[Cl-]>C1COCC1>[CH2:1]([O:8][CH2:9][C@H:10]1[C@H:11]([CH3:12])[N:13]([S:14]([CH3:17])(=[O:16])=[O:15])[CH2:18][CH2:19][N:25]1[C:26]([O:28][C:29]([CH3:30])([CH3:31])[CH3:32])=[O:27])[C:2]1[CH:3]=[CH:4][CH:5]=[CH:6][CH:7]=1 |f:1.2,3.4|. Reported procedure: A solution of (2R,3S)-O-benzyl-2-tert-butoxycarbonylamino-3-[N-(2-methanesulfonyloxyethyl)-N-methanesulfonylamino]butanol (1.1 g) in dry THF (15 ml) was added dropwise to a suspension of sodium hydride (60% dispersion in mineral oil, 80.1 mg) in dry THF (8 ml) at 4° C. over 15 minutes. The mixture was stirred at the same temperature for 3.5 hours and then poured into saturated aqueous NH4Cl solution. The mixture was extracted with AcOEt. The organic layer was washed with saturated aqueous NaCl s... Starting materials: C(C(C)C)=O (isobutyraldehyde), O (water), C(C)OC(C1=CC=C(C=C1)N=CC=1C=NC=C(C1)Br)=O (4-[(5-bromo-pyridin-3-ylmethylene)-amino]-benzoic acid ethyl ester). The reagents and catalysts are O.[O-]S(=O)(=O)C(F)(F)F.[Yb+3].[O-]S(=O)(=O)C(F)(F)F.[O-]S(=O)(=O)C(F)(F)F (Ytterbium(III) triflate hydrate). Run in O1CCCC1 (tetrahydrofuran). Reaction conditions: temperature 25 celsius, time 16 hour. Product: C(C)OC(=O)C=1C=C2C(C(C(NC2=CC1)C=1C=NC=C(C1)Br)(C)C)O (2-(5-bromo-pyridin-3-yl)-4-hydroxy-3,3-dimethyl-1,2,3,4-tetrahydro-quinoline-6-carboxylic acid ethyl ester). The yield is 104.1%. RXN SMILES: [CH2:1]([O:3][C:4](=[O:20])[C:5]1[CH:10]=[CH:9][C:8]([N:11]=[CH:12][C:13]2[CH:14]=[N:15][CH:16]=[C:17]([Br:19])[CH:18]=2)=[CH:7][CH:6]=1)[CH3:2].[CH:21](=[O:25])[CH:22]([CH3:24])[CH3:23].O>O1CCCC1.O.[O-]S(C(F)(F)F)(=O)=O.[Yb+3].[O-]S(C(F)(F)F)(=O)=O.[O-]S(C(F)(F)F)(=O)=O>[CH2:1]([O:3][C:4]([C:5]1[CH:10]=[C:9]2[C:8](=[CH:7][CH:6]=1)[NH:11][CH:12]([C:13]1[CH:14]=[N:15][CH:16]=[C:17]([Br:19])[CH:18]=1)[C:22]([CH3:24])([CH3:23])[CH:21]2[OH:25])=[O:20])[CH3:2] |f:4.5.6.7.8|. Procedure details: To a mixture of 4-[(5-bromo-pyridin-3-ylmethylene)-amino]-benzoic acid ethyl ester (33.8 g, 100 mmol) and Ytterbium(III) triflate hydrate (6.2 g, 10 mmol) in dry tetrahydrofuran (100 mL) at 25° C. was added isobutyraldehyde (9.2 mL, 100 mmol) and water (1.8 mL, 100 mmol) dropwise. The reaction mixture was stirred at 25° C. for 16 h. Then the reaction mixture was concentrated in vacuo and the residue was extracted with ethyl acetate (2×200 mL), washed with brine, dried over anhydrous sodium sulfa...